Dataset: the Open Reaction Database (ORD), a public repository of structured organic reaction records. Task: describe an organic reaction: reactants, conditions, products, and yield Starting materials: NC1=NC(=NS1)C(Cl)(Cl)Cl (5-amino-3-trichloromethyl-1,2,4-thiadiazole), C1(=CC(=CC=C1)C(=O)Cl)C (3-toluoyl chloride). Run in C=1(C(=CC=CC1)C)C (xylene). Yields the product C1(=CC(=CC=C1)C(=O)NC1=NC(=NS1)C(Cl)(Cl)Cl)C (5-(3-Toluamido)-3-Trichloromethyl-1,2,4-Thiadiazole). Isolated yield 11.9%. As a reaction SMILES: [NH2:1][C:2]1[S:6][N:5]=[C:4]([C:7]([Cl:10])([Cl:9])[Cl:8])[N:3]=1.[C:11]1([CH3:20])[CH:16]=[CH:15][CH:14]=[C:13]([C:17](Cl)=[O:18])[CH:12]=1>C1(C)C(C)=CC=CC=1>[C:11]1([CH3:20])[CH:16]=[CH:15][CH:14]=[C:13]([C:17]([NH:1][C:2]2[S:6][N:5]=[C:4]([C:7]([Cl:10])([Cl:9])[Cl:8])[N:3]=2)=[O:18])[CH:12]=1. Reported procedure: A solution of 22.0 g (0.1 mole) 5-amino-3-trichloromethyl-1,2,4-thiadiazole and 16.0 g (0.1 mole) 3-toluoyl chloride in 250 ml xylene was heated at reflux for 20 hours. The reaction mixture was cooled to room temperature and the resulting precipitate removed by filtration. The crude product was washed with petroleum ether and then recrystallized twice from toluene to obtain 4.0 g (12% yield) of pure product; m.p. 142° C. Starting materials: solution, [Li]CCCC (n-BuLi), CCCCCC (hexane), CC1CCCC(N1CC1=CC=CC=C1)C#N (6-methyl-1-(phenylmethyl)piperidine-2-carbonitrile), C(C)(C)NC(C)C (N,N-diisopropylamine), O=C1CN(C1)C(=O)OC(C)(C)C (1,1-dimethylethyl 3-oxoazetidine-1-carboxylate). Solvent: C1CCOC1 (THF), C1CCOC1 (THF), C1CCOC1 (THF). Conditions: time 15 minute. Yields the product C(#N)C1(N(C(CCC1)C)CC1=CC=CC=C1)C1(CN(C1)C(=O)OC(C)(C)C)O (1,1-dimethylethyl 3-[2-cyano-6-methyl-1-(phenylmethyl)piperidin-2-yl]-3-hydroxyazetidine-1-carboxylate). Yield: 6.9%. As a reaction SMILES: C(NC(C)C)(C)C.[Li]CCCC.CCCCCC.[CH3:19][CH:20]1[N:25]([CH2:26][C:27]2[CH:32]=[CH:31][CH:30]=[CH:29][CH:28]=2)[CH:24]([C:33]#[N:34])[CH2:23][CH2:22][CH2:21]1.[O:35]=[C:36]1[CH2:39][N:38]([C:40]([O:42][C:43]([CH3:46])([CH3:45])[CH3:44])=[O:41])[CH2:37]1>C1COCC1>[C:33]([C:24]1([C:36]2([OH:35])[CH2:37][N:38]([C:40]([O:42][C:43]([CH3:45])([CH3:44])[CH3:46])=[O:41])[CH2:39]2)[CH2:23][CH2:22][CH2:21][CH:20]([CH3:19])[N:25]1[CH2:26][C:27]1[CH:32]=[CH:31][CH:30]=[CH:29][CH:28]=1)#[N:34]. Procedure: To a solution of N,N-diisopropylamine (1.6 mL, 11.2 mmol) cooled to −78° C. in THF (15 mL) was added a 2.5 M solution of n-BuLi in hexane (4.5 mL, 11.2 mmol) dropwise over 5 minutes and the mixture was stirred at this temperature for an addition 15 minutes. 6-methyl-1-(phenylmethyl)piperidine-2-carbonitrile (2.4 g, 11.2 mmol) (prepared using procedures similar to those in Bonin et. al. Tet. Lett. 1982, 23(33), 3369-72) in THF (10 mL) was then added dropwise over 20 minutes and the reaction mixtu... Reactants: CCOC=C(C#N)C(=O)OCC, Nc1ccccc1, c1ccncc1. Product: CCOC(=O)C(C#N)=CNc1ccccc1. As a reaction SMILES: [CH2:8]([CH3:9])[O:10][C:11]([C:12]([C:13]#[N:14])=[CH:15][O:16][CH2:17][CH3:18])=[O:19].[NH2:1][c:2]1[cH:3][cH:4][cH:5][cH:6][cH:7]1.[cH:20]1[cH:21][cH:22][n:23][cH:24][cH:25]1>>[NH:1]([c:2]1[cH:3][cH:4][cH:5][cH:6][cH:7]1)[CH:15]=[C:12]([C:11]([O:10][CH2:8][CH3:9])=[O:19])[C:13]#[N:14]. Reactants: ClC1=NC=CC(=N1)N(C1=CC2=C(N(C(=N2)NCC2=CC=C(C=C2)F)C)C=C1)C (N5-(2-chloro-pyrimidin-4-yl)-N2-(4-fluoro-benzyl)-1,N5-dimethyl-1H-benzoimidazole-2,5-diamine), NC1=CC=C(C=C1)CS(=O)(=O)N ((4-amino-phenyl)-methanesulfonamide). Product: Cl.FC1=CC=C(CNC2=NC3=C(N2C)C=CC(=C3)N(C3=NC(=NC=C3)NC3=CC=C(C=C3)CS(=O)(=O)N)C)C=C1 ([4-(4-{[2-(4-Fluoro-benzylamino)-1-methyl-1H-benzoimidazol-5-yl]-methyl-amino}-pyrimidin-2-ylamino)-phenyl]-methanesulfonamide hydrochloride). Reaction SMILES: [Cl:1][C:2]1[N:7]=[C:6]([N:8]([CH3:28])[C:9]2[CH:27]=[CH:26][C:12]3[N:13]([CH3:25])[C:14]([NH:16][CH2:17][C:18]4[CH:23]=[CH:22][C:21]([F:24])=[CH:20][CH:19]=4)=[N:15][C:11]=3[CH:10]=2)[CH:5]=[CH:4][N:3]=1.[NH2:29][C:30]1[CH:35]=[CH:34][C:33]([CH2:36][S:37]([NH2:40])(=[O:39])=[O:38])=[CH:32][CH:31]=1>>[ClH:1].[F:24][C:21]1[CH:22]=[CH:23][C:18]([CH2:17][NH:16][C:14]2[N:13]([CH3:25])[C:12]3[CH:26]=[CH:27][C:9]([N:8]([CH3:28])[C:6]4[CH:5]=[CH:4][N:3]=[C:2]([NH:29][C:30]5[CH:35]=[CH:34][C:33]([CH2:36][S:37]([NH2:40])(=[O:38])=[O:39])=[CH:32][CH:31]=5)[N:7]=4)=[CH:10][C:11]=3[N:15]=2)=[CH:19][CH:20]=1 |f:2.3|. Procedure details: The title compound was prepared following the procedure of example two with N5-(2-chloro-pyrimidin-4-yl)-N2-(4-fluoro-benzyl)-1,N5-dimethyl-1H-benzoimidazole-2,5-diamine (99 mg, 0.25 mmol) and (4-amino-phenyl)-methanesulfonamide (46 mg, 0.25 mmol) as a white solid (50 mg, 34%). 1H NMR (300 MHz, d6-DMSO) δ9.16 (S, 1H), 7.75-7.78 (m, 3H), 7.38-7.46 (m, 3H), 7.08-7.24 (m, 6H), 6.84 (dd, J=8.2 and 1.6 Hz, 1H), 6.75 (br s, 2H), 5.61 (d, J=6.0 Hz, 1H), 4.57 (d, J=5.7 Hz, 2H), 4.15 (s, 2H), 3.56 (s, 3H...